Dataset: the Open Reaction Database (ORD), a public repository of structured organic reaction records. Task: describe an organic reaction: reactants, conditions, products, and yield The reagents and catalysts are [Pd](Cl)Cl (palladium (II) chloride), [Mo].[Ni] (nickel-molybdenum), [Cu](Cl)Cl (copper (II) chloride). Reported procedure: 1,3-butadiene (1000 mmoles) along with 0.444 g. (2.5 mmole) palladium (II) chloride, 3.36 g. (25 mmole) copper (II) chloride and 0.21 g. (5 mmole) lithium chloride, 32 mmole of methyl alcohol and 1000 mmole of 1,1-dimethoxycyclohexane was reacted in a 500 ml nickel-molybdenum (Hastelloy alloy) stirred autoclave to prepare a mixture of 41.80 g. (243 mmoles) of cis and trans dimethyl hex-3-endioate, at a trans to cis ratio of 3:1, and 2.04 g. (12 mmoles) of dimethyl hex-2,4-diendioate. The liquid ... Reactants: C=CC=C (1,3-butadiene), C(C\C=C\CC(=O)OC)(=O)OC (trans dimethyl hex-3-endioate), [Cl-].[Li+] (lithium chloride), CO (methyl alcohol), COC1(CCCCC1)OC (1,1-dimethoxycyclohexane), [C]=O (carbon monoxide), O=O (oxygen), C=CC=C (1,3-butadiene), C(C=CC=CC(=O)OC)(=O)OC (dimethyl hex-2,4-diendioate). RXN SMILES: C=CC=C.[Cl-].[Li+].CO.COC1(OC)CCCCC1.[C:19]([O:29][CH3:30])(=[O:28])[CH2:20]/[CH:21]=[CH:22]/[CH2:23][C:24]([O:26][CH3:27])=[O:25].C(OC)(=O)C=CC=CC(OC)=O.[C]=O.O=O>[Pd](Cl)Cl.[Cu](Cl)Cl.[Mo].[Ni]>[C:24]([O:26][CH3:27])(=[O:25])[CH2:23][CH:22]=[CH:21][CH2:20][C:19]([O:29][CH3:30])=[O:28] |f:1.2,11.12,^3:42|. The product is C(CC=CCC(=O)OC)(=O)OC (dimethyl hex-3-endioate). Reactants: FC(C1=CC=C(C=C1)C#CC1=CC=C(C=O)C=C1)(F)F (4-{[4-(trifluoromethyl)phenyl]ethynyl}benzaldehyde), NC=1C=CC2=C(C(OC(O2)(C)C)=O)C1 (6-amino-2,2-dimethyl-benzo[1,3]dioxin-4-one). Yields the product CC1(OC(C2=C(O1)C=CC(=C2)NCC2=CC=C(C=C2)C#CC2=CC=C(C=C2)C(F)(F)F)=O)C (2,2-dimethyl-6-[(4-{[4-(trifluoromethyl)phenyl]ethynyl}benzyl)amino]-4H-1,3-benzodioxin-4-one). Isolated yield 29.5%. RXN SMILES: [F:1][C:2]([F:20])([F:19])[C:3]1[CH:8]=[CH:7][C:6]([C:9]#[C:10][C:11]2[CH:18]=[CH:17][C:14]([CH:15]=O)=[CH:13][CH:12]=2)=[CH:5][CH:4]=1.[NH2:21][C:22]1[CH:23]=[CH:24][C:25]2[O:30][C:29]([CH3:32])([CH3:31])[O:28][C:27](=[O:33])[C:26]=2[CH:34]=1>>[CH3:31][C:29]1([CH3:32])[O:30][C:25]2[CH:24]=[CH:23][C:22]([NH:21][CH2:15][C:14]3[CH:17]=[CH:18][C:11]([C:10]#[C:9][C:6]4[CH:7]=[CH:8][C:3]([C:2]([F:20])([F:19])[F:1])=[CH:4][CH:5]=4)=[CH:12][CH:13]=3)=[CH:34][C:26]=2[C:27](=[O:33])[O:28]1. Reported procedure: The title compound was prepared following procedure described in example 1, step c) from 4-{[4-(trifluoromethyl)phenyl]ethynyl}benzaldehyde (1.22 g; 4.43 mmol, intermediate which may be obtained according to methods disclosed in EP03103780.7) and 6-amino-2,2-dimethyl-benzo[1,3]dioxin-4-one (855 mg; 4.43 mmol). Purification of the crude (2.6g) by precipitation in DCM upon addition of pentane gave 590 mg (30%) of the title compound as a brown solid. HPLC, Rt: 4.76 min (purity: 76.2%). LC/MS, M+(ES...